The task is: describe an organic reaction: reactants, conditions, products, and yield. This data is from the Open Reaction Database (ORD), a public repository of structured organic reaction records. The reactants are [Li]CCCC (n-BuLi), C(#C)[Si](C)(C)C (ethynyltrimethylsilane), C(CCC)[Sn](CCCC)(CCCC)Cl (tributyltin chloride), resultant mixture. Run in C1CCOC1 (THF), C1CCOC1 (THF). Run at temperature 0 celsius, time 18 hour. Product: C[Si](C#C[Sn](CCCC)(CCCC)CCCC)(C)C (trimethyl-tributylstannanylethynyl-silane). Yield: 99.3%. RXN SMILES: [Li]CCCC.[C:6]([Si:8]([CH3:11])([CH3:10])[CH3:9])#[CH:7].[CH2:12]([Sn:16](Cl)([CH2:21][CH2:22][CH2:23][CH3:24])[CH2:17][CH2:18][CH2:19][CH3:20])[CH2:13][CH2:14][CH3:15]>C1COCC1>[CH3:9][Si:8]([CH3:11])([CH3:10])[C:6]#[C:7][Sn:16]([CH2:17][CH2:18][CH2:19][CH3:20])([CH2:21][CH2:22][CH2:23][CH3:24])[CH2:12][CH2:13][CH2:14][CH3:15]. Procedure: n-BuLi (1.6 M, 24.4 mL, 39 mmol) was added dropwise to a solution of ethynyltrimethylsilane (4.0 g, 41 mmol) in THF (40 mL) at −78° C. and gradually warmed to 0° C. over 30 min. The reaction mixture was cooled to −78° C. again and tributyltin chloride (11.4 mL, 39 mmol) in THF (30 mL) was added dropwise to the resultant mixture. The reaction mixture was stirred for 18 h at room temperature and quenched with water (20 mL). The mixture was extracted with diethyl ether (2×100 mL) and the combined o... The reactants are CN1N=C(C(=C1)C(F)(F)F)CC#N ([1-methyl-4-(trifluoromethyl)-1H-pyrazol-3-yl]acetonitrile), C(OC(C)(C)C)(OC(C)(C)C)=O (di-terbutyl carbonate), [BH4-].[Na+] (Sodium borohydride). The reagents and catalysts are O.O.O.O.O.O.[Ni](Cl)Cl (nickel chloride hexahydrate). Solvent: CO (methanol). Conditions: time 3 hour. The product is CN1N=C(C(=C1)C(F)(F)F)CCNC(OC(C)(C)C)=O (tert-butyl {2-[1-methyl-4-(trifluoromethyl)-1H-pyrazol-3-yl]ethyl}carbamate). RXN SMILES: [CH3:1][N:2]1[CH:6]=[C:5]([C:7]([F:10])([F:9])[F:8])[C:4]([CH2:11][C:12]#[N:13])=[N:3]1.[C:14](=O)([O:20]C(C)(C)C)[O:15][C:16]([CH3:19])([CH3:18])[CH3:17].[BH4-].[Na+]>O.O.O.O.O.O.[Ni](Cl)Cl.CO>[CH3:1][N:2]1[CH:6]=[C:5]([C:7]([F:8])([F:9])[F:10])[C:4]([CH2:11][CH2:12][NH:13][C:14](=[O:20])[O:15][C:16]([CH3:19])([CH3:18])[CH3:17])=[N:3]1 |f:2.3,4.5.6.7.8.9.10|. Procedure: The [1-methyl-4-(trifluoromethyl)-1H-pyrazol-3-yl]acetonitrile (4.76 mmol, 0.90 g), the di-terbutyl carbonate (9.52 mmol, 2.08 g) and nickel chloride hexahydrate (4.77 mmol, 1.13 g) are added to methanol (10 ml) at room temperature. Sodium borohydride (13.1 mmol, 0.49 g). is added portionwise to the reaction mixture. The reaction mixture is allowed to room temperature and stirred for three hours.